From a dataset of the Open Reaction Database (ORD), a public repository of structured organic reaction records. describe an organic reaction: reactants, conditions, products, and yield Reactants: C(C)(C)(C)OC(N(C)CC1=C(C=CC(=C1)C=O)OC1=CC(=C(C=C1)Cl)Cl)=O ([2-(3,4-dichloro-phenoxy)-5-formyl-benzyl]-methyl-carbamic acid tert-butyl ester), [BH4-].[Na+] (NaBH4), [OH-].[Na+] (NaOH). As a reaction SMILES: [C:1]([O:5][C:6](=[O:27])[N:7]([CH2:9][C:10]1[CH:15]=[C:14]([CH:16]=[O:17])[CH:13]=[CH:12][C:11]=1[O:18][C:19]1[CH:24]=[CH:23][C:22]([Cl:25])=[C:21]([Cl:26])[CH:20]=1)[CH3:8])([CH3:4])([CH3:3])[CH3:2].[BH4-].[Na+].[OH-].[Na+]>CO>[C:1]([O:5][C:6](=[O:27])[N:7]([CH2:9][C:10]1[CH:15]=[C:14]([CH2:16][OH:17])[CH:13]=[CH:12][C:11]=1[O:18][C:19]1[CH:24]=[CH:23][C:22]([Cl:25])=[C:21]([Cl:26])[CH:20]=1)[CH3:8])([CH3:4])([CH3:2])[CH3:3] |f:1.2,3.4|. Procedure: To a solution of [2-(3,4-dichloro-phenoxy)-5-formyl-benzyl]-methyl-carbamic acid tert-butyl ester (816 mg, 1.98 mmol) in MeOH (40 mL), was added NaBH4 (75 mg, 1.98 mmol). After 24 h, the mixture was treated with 1 N NaOH, was stirred an additional 1 h, and then partially concentrated. The resulting aqueous mixture was extracted with DCM and the combined organic layers were dried (Na2SO4) and concentrated. The crude material was carried forward without further purification (784 mg, 96%). MS (ESI)... The solvent is CO (MeOH). Yields the product C(C)(C)(C)OC(N(C)CC1=C(C=CC(=C1)CO)OC1=CC(=C(C=C1)Cl)Cl)=O ([2-(3,4-Dichloro-phenoxy)-5-hydroxymethyl-benzyl]-methyl-carbamic acid tert-butyl ester). Run at time 24 hour. The reactants are CC(O)c1cnc(Br)s1, CC#N, N#N, O=[Mn]=O. Product: CC(=O)c1cnc(Br)s1. As a reaction SMILES: [Br:3][c:4]1[s:5][c:6]([CH:9]([CH3:10])[OH:11])[cH:7][n:8]1.[CH3:12][C:13]#[N:14].[N:1]#[N:2].[O:15]=[Mn:16]=[O:17]>>[Br:3][c:4]1[s:5][c:6]([C:9]([CH3:10])=[O:11])[cH:7][n:8]1.